From a dataset of the Open Reaction Database (ORD), a public repository of structured organic reaction records. describe an organic reaction: reactants, conditions, products, and yield Reactants: COC1=C(C(=O)OC)C=C(C=C1)[N+](=O)[O-] (methyl 2-methoxy-5-nitrobenzoate), CN.CCO (MeNH2 EtOH). Run in C1CCOC1 (THF). Reaction conditions: temperature 20 celsius, time 8 hour. Product: COC1=C(C(=O)NC)C=C(C=C1)[N+](=O)[O-] (2-Methoxy-N-methyl-5-nitrobenzamide). The yield is 69.4%. As a reaction SMILES: [CH3:1][O:2][C:3]1[CH:12]=[CH:11][C:10]([N+:13]([O-:15])=[O:14])=[CH:9][C:4]=1[C:5](OC)=[O:6].[CH3:16][NH2:17].CCO>C1COCC1>[CH3:1][O:2][C:3]1[CH:12]=[CH:11][C:10]([N+:13]([O-:15])=[O:14])=[CH:9][C:4]=1[C:5]([NH:17][CH3:16])=[O:6] |f:1.2|. Reported procedure: To a solution of methyl 2-methoxy-5-nitrobenzoate (389 mg, 1.84 mmol) in THF (3.0 mL) was added 33% MeNH2/EtOH solution (2.0 mL, 16.0 mmol) and the mixture was stirred at 20° C. overnight. The solution was evaporated and the residue was chromatographed (SiO2 230-400 mesh) eluting with 7:3 hexanes/EtOAc to remove 2-(methylamino)-5-nitrobenzoate derivatives. Further elution with EtOAc provided the title compound (268.5 mg, 70% yield) as a yellowish solid: LCMS (ES) m/z 211 (M+H).